From a dataset of the Open Reaction Database (ORD), a public repository of structured organic reaction records. describe an organic reaction: reactants, conditions, products, and yield Starting materials: O=C([O-])[O-], CCI, CC(C)=O, [K+], [K+], Cc1c(C)c2c(c(C)c1O)CCC(C)(COc1ccc(CC3SC(=O)NC3=O)cc1)O2. Yields the product CCN1C(=O)SC(Cc2ccc(OCC3(C)CCc4c(C)c(O)c(C)c(C)c4O3)cc2)C1=O. As a reaction SMILES: [C:32](=[O:33])([O-:34])[O-:35].[CH2:38]([CH3:39])[I:40].[CH3:41][C:42](=[O:43])[CH3:44].[K+:36].[K+:37].[OH:1][c:2]1[c:3]([CH3:31])[c:4]2[c:9]([c:10]([CH3:13])[c:11]1[CH3:12])[O:8][C:7]([CH3:14])([CH2:15][O:16][c:17]1[cH:18][cH:19][c:20]([CH2:21][CH:22]3[C:23](=[O:28])[NH:24][C:25](=[O:27])[S:26]3)[cH:29][cH:30]1)[CH2:6][CH2:5]2>>[OH:1][c:2]1[c:3]([CH3:31])[c:4]2[c:9]([c:10]([CH3:13])[c:11]1[CH3:12])[O:8][C:7]([CH3:14])([CH2:15][O:16][c:17]1[cH:18][cH:19][c:20]([CH2:21][CH:22]3[C:23](=[O:28])[N:24]([CH2:38][CH3:39])[C:25](=[O:27])[S:26]3)[cH:29][cH:30]1)[CH2:6][CH2:5]2.